This data is from the Open Reaction Database (ORD), a public repository of structured organic reaction records. The task is: describe an organic reaction: reactants, conditions, products, and yield The reactants are ClCCl (dichloromethane), COC1=CC2=C(SC=C2)C=2C(=CC3=C(SC(=C3)C(CCCCCCCCCCC)=O)C12)OC (1-(4,9-Dimethoxynaphtho[1,2-b:5,6-b′]dithiophen-2-yl)dodecan-1-one), [OH-].[K+] (KOH), [H-].NN (hydrazine monohydride). The solvent is O(CCO)CCO (2,2′-oxydiethanol). Product: C(CCCCCCCCCCC)C1=CC2=C(S1)C=1C(=CC3=C(SC=C3)C1C(=C2)OC)OC (2-dodecyl-4,9-dimethoxynaphtho[1,2-b:5,6-b′]dithiophene). Reaction SMILES: [CH3:1][O:2][C:3]1[C:31]2[C:14]3[S:15][C:16]([C:18](=O)[CH2:19][CH2:20][CH2:21][CH2:22][CH2:23][CH2:24][CH2:25][CH2:26][CH2:27][CH2:28][CH3:29])=[CH:17][C:13]=3[CH:12]=[C:11]([O:32][CH3:33])[C:10]=2[C:6]2[S:7][CH:8]=[CH:9][C:5]=2[CH:4]=1.[OH-].[K+].[H-].NN.ClCCl>O(CCO)CCO>[CH2:18]([C:16]1[S:15][C:14]2[C:31]3[C:3]([O:2][CH3:1])=[CH:4][C:5]4[CH:9]=[CH:8][S:7][C:6]=4[C:10]=3[C:11]([O:32][CH3:33])=[CH:12][C:13]=2[CH:17]=1)[CH2:19][CH2:20][CH2:21][CH2:22][CH2:23][CH2:24][CH2:25][CH2:26][CH2:27][CH2:28][CH3:29] |f:1.2,3.4|. Procedure: 1-(4,9-Dimethoxynaphtho[1,2-b:5,6-b′]dithiophen-2-yl)dodecan-1-one (0.70 g, 1.45 mmol), KOH (1.80 g, 32 mmol), and hydrazine monohydride (1.8 mL, 38 mmol) were heated in 2,2′-oxydiethanol (15 mL) at 200° C. under nitrogen overnight. After the mixture was cooled to room temperature, dichloromethane (100 mL) was added and washed with water (4×50 mL). Dried with Na2SO4, and after solvent was removed, 2-dodecyl-4,9-dimethoxynaphtho[1,2-b:5,6-b′]dithiophene was obtained. Reactants: C#CCCCCCC (1-octyne), C1(=CC=CC=C1)C#C (phenylacetylene), FC1=CC=C(C#N)C=C1 (4-fluorobenzonitrile). Run in C(C1=CC=CC=C1)#N (benzonitrile). Run at time 45 hour. Product: FC1=CC=C(C=C1)C#CCCCCCC (1-fluoro-4-(1-octynyl)benzene). Yield: 67.0%. Reaction SMILES: [CH:1]#[C:2][CH2:3][CH2:4][CH2:5][CH2:6][CH2:7]C.C1(C#C)C=CC=CC=1.[F:17][C:18]1[CH:25]=[CH:24][C:21]([C:22]#N)=[CH:20][CH:19]=1>C(#N)C1C=CC=CC=1>[F:17][C:18]1[CH:25]=[CH:24][C:21]([C:22]#[C:1][CH2:2][CH2:3][CH2:4][CH2:5][CH2:6][CH3:7])=[CH:20][CH:19]=1. Reported procedure: The procedure was identical to Example 2, with the exception that 1-octyne (0.590 ml; 0.441 g; 4.00 mmol) was used as a substrate instead of phenylacetylene and 4-fluorobenzonitrile (0.242 g; 2.00 mmol) was used as a substrate instead of benzonitrile. GC analysis of the organic phase of the hydrolyzed reaction sample after 45 h at 65° C. showed the presence of 1.34 mmol (67% yield) of 1-fluoro-4-(1-octynyl)benzene and no remaining 4-fluorobenzonitrile in the reaction mixture.